describe an organic reaction: reactants, conditions, products, and yield From a dataset of the Open Reaction Database (ORD), a public repository of structured organic reaction records. Yields the product CC1=C(C(OCC)=N)C=CC=C1 (ethyl 2-methylbenzimidate). Procedure details: To a solution of o-toluamide (13.5 g, 0.100 mol) in dichloromethane (150 mL) was added a solution (1.0 M, 106 mL, 0.106 mol) of triethyloxonium tetrafluoroborate in dichloromethane. The resulting mixture was stirred at room temperature for 14 h. Two-thirds of dichloromethane was evaporated under reduced pressure. After addition of ether (400 mL) to the concentrate, the mixture was stirred for 3 h under ice-cooling. Precipitates were collected by filtration, washed with ether, and dried in vacuo ... Isolated yield 133.0%. Run in ClCCl (dichloromethane), ClCCl (dichloromethane). Reaction SMILES: [C:1]1([CH3:10])[C:2]([C:7]([NH2:9])=[O:8])=[CH:3][CH:4]=[CH:5][CH:6]=1.F[B-](F)(F)F.[CH2:16]([O+](CC)CC)[CH3:17]>ClCCl>[CH3:10][C:1]1[CH:6]=[CH:5][CH:4]=[CH:3][C:2]=1[C:7](=[NH:9])[O:8][CH2:16][CH3:17] |f:1.2|. Reactants: C=1(C(=CC=CC1)C(=O)N)C (o-toluamide), F[B-](F)(F)F.C(C)[O+](CC)CC (triethyloxonium tetrafluoroborate). Run at time 14 hour. The reactants are OC1=CC=C(C(=O)OCC)C=C1 (ethyl p-hydroxybenzoate), [H-].[Na+] (sodium hydride), CS(=O)(=O)OCC1=CN(C2=CC=CC=C12)C=1C=NC=CC1 (3-(methanesulfonyloxymethyl)-N-(3-pyridyl)indole), S(O)(O)(=O)=O (sulfuric acid). Run in CN(C=O)C (dimethylformamide), CN(C=O)C (dimethylformamide). Run at time 30 minute. The product is C(C)OC(=O)C1=CC=C(OCC2=CN(C3=CC=CC=C23)C=2C=NC=CC2)C=C1 (3-[(p-ethoxycarbonylphenoxy)methyl]-N-(3 -pyridyl)indole). As a reaction SMILES: [OH:1][C:2]1[CH:12]=[CH:11][C:5]([C:6]([O:8][CH2:9][CH3:10])=[O:7])=[CH:4][CH:3]=1.[H-].[Na+].CS(O[CH2:20][C:21]1[C:29]2[C:24](=[CH:25][CH:26]=[CH:27][CH:28]=2)[N:23]([C:30]2[CH:31]=[N:32][CH:33]=[CH:34][CH:35]=2)[CH:22]=1)(=O)=O.S(=O)(=O)(O)O>CN(C)C=O>[CH2:9]([O:8][C:6]([C:5]1[CH:4]=[CH:3][C:2]([O:1][CH2:20][C:21]2[C:29]3[C:24](=[CH:25][CH:26]=[CH:27][CH:28]=3)[N:23]([C:30]3[CH:31]=[N:32][CH:33]=[CH:34][CH:35]=3)[CH:22]=2)=[CH:12][CH:11]=1)=[O:7])[CH3:10] |f:1.2|. Procedure details: A solution of 4.55 g of ethyl p-hydroxybenzoate in 50 ml of dry dimethylformamide is treated with 1.31 g of 50% sodium hydride dispersion in mineral oil under nitrogen at 0°, stirred for 30 minutes at 0°, and then at room temperature for 15 minutes. A solution of 7.55 g of 3-(methanesulfonyloxymethyl)-N-(3-pyridyl)indole in 10 ml of dry dimethylformamide is added over 5 minutes and the reaction mixture is warmed at 50° for 18 hours. The reaction mixture is poured onto ice, made acidic with conce... Reactants: C(C)OC(C[C@H]1N(CCC1)C([C@@H](NC(=O)OC(C)(C)C)C)=O)=O (BOC-L-Alanyl-(S)-2-pyrrolidineacetic acid ethyl ester), Cl (hydrogenchloride). Run in C(C)(=O)OCC (ethyl acetate), C(C)(=O)OCC (ethyl acetate). Run at time 45 minute. Yields the product Cl.C(C)OC(C[C@H]1N(CCC1)C([C@@H](N)C)=O)=O (L-Alanyl-(S)-2-pyrrolidineacetic acid ethyl ester hydrochloride). Reaction SMILES: [CH2:1]([O:3][C:4](=[O:23])[CH2:5][C@@H:6]1[CH2:10][CH2:9][CH2:8][N:7]1[C:11](=[O:22])[C@H:12]([CH3:21])[NH:13]C(OC(C)(C)C)=O)[CH3:2].[ClH:24]>C(OCC)(=O)C>[ClH:24].[CH2:1]([O:3][C:4](=[O:23])[CH2:5][C@@H:6]1[CH2:10][CH2:9][CH2:8][N:7]1[C:11](=[O:22])[C@H:12]([CH3:21])[NH2:13])[CH3:2] |f:3.4|. Procedure: To the product of Step C above (1.125 g) in 3 ml of ethyl acetate at 0° C. was added 6 ml of 5.8M hydrogenchloride in ethyl acetate, an the mixture was kept at 0° C. for 45 minutes. It was then concentrated to dryness; ether (20 ml) was added, and the crystalline hydrochloride salt was collected by filtration and washed with ether: 715 mg (80%) m.p. 175°-8° C.; TLC Rf =0.47 silica gel 4:1:1-n-butanol:water:acetic acid. Reactants: CNC=1SC=C(N1)CC(NC1=CC(=CC=C1)C(F)(F)F)=O (2-methylamino-4-(3-trifluoromethylphenylcarbamoylmethyl)thiazole), CN=C=O (methyl isocyanate), O (water). Run in N1=CC=CC=C1 (pyridine). Yields the product CN(C(=O)NC)C=1SC=C(N1)CC(NC1=CC(=CC=C1)C(F)(F)F)=O (2-(1,3-DIMETHYLUREIDO)-4-(3-TRIFLUOROMETHYLPHENYLCARBAMOYLMETHYL)THIAZOLE). Yield: 47.7%. RXN SMILES: [CH3:1][NH:2][C:3]1[S:4][CH:5]=[C:6]([CH2:8][C:9](=[O:21])[NH:10][C:11]2[CH:16]=[CH:15][CH:14]=[C:13]([C:17]([F:20])([F:19])[F:18])[CH:12]=2)[N:7]=1.[CH3:22][N:23]=[C:24]=[O:25].O>N1C=CC=CC=1>[CH3:1][N:2]([C:3]1[S:4][CH:5]=[C:6]([CH2:8][C:9](=[O:21])[NH:10][C:11]2[CH:16]=[CH:15][CH:14]=[C:13]([C:17]([F:20])([F:19])[F:18])[CH:12]=2)[N:7]=1)[C:24]([NH:23][CH3:22])=[O:25]. Procedure details: A solution comprising 12.7 g (0.04 mole) of 2-methylamino-4-(3-trifluoromethylphenylcarbamoylmethyl)thiazole, 3.1 g (0.054 mole) of methyl isocyanate in 40 ml of pyridine was heated at about 45° for 24 hours. The reaction solution was poured into water and the crude product was collected. Two recrystallizations from isopropanolheptane yielded 7.1 g of desired product, m.p. 125°-27°. N.M.R. (dimethyl-d6 sulfoxide) ∂ 2.8 (CH3, doublet), 3.5 (CH3, singlet), 3.8 (CH2), 6.9 (hetero-aromatic), 7.3-8.1... The reactants are CC(C)(C)OC(=O)NC(C)(C(=O)N)C (N2-{[(1,1-dimethylethyl)oxy]carbonyl}-2-methylalaninamide), COC=1C=CC(=CC1)P2(=S)SP(=S)(S2)C=3C=CC(=CC3)OC (Lawesson's reagent). Solvent: O1CCCC1 (tetrahydrofuran). Product: NC(C(C)(C)NC(OC(C)(C)C)=O)=S (1,1-dimethylethyl (2-amino-1,1-dimethyl-2-thioxoethyl)carbamate). Yield: 48.8%. Reaction SMILES: [CH3:1][C:2]([O:5][C:6]([NH:8][C:9]([CH3:14])([C:11]([NH2:13])=O)[CH3:10])=[O:7])([CH3:4])[CH3:3].COC1C=CC(P2(SP(C3C=CC(OC)=CC=3)(=S)S2)=[S:24])=CC=1>O1CCCC1>[NH2:13][C:11](=[S:24])[C:9]([NH:8][C:6](=[O:7])[O:5][C:2]([CH3:4])([CH3:3])[CH3:1])([CH3:14])[CH3:10]. Procedure details: N2-{[(1,1-dimethylethyl)oxy]carbonyl}-2-methylalaninamide (3.87 g, 19.13 mmol), Lawesson's reagent (7.74 g, 19.13 mmol) and tetrahydrofuran (THF) (100 mL) was heated to 50° C. for 3 hours. The reaction was concentrated, added 150 cc of EtOAc and washed with sat'd NaHCO3 (3×100 cc), water and brine. The EtOAc layer was concentrated and the residue was purified via chromatography on silica gel eluted Hex to 1:1 Hex/EtOAc to obtain the title compound (2.04 g, 48% yield). The reactants are I(=O)(=O)Cl.I(=O)(=O)Cl.C(C1=CC=CC=C1)[N+](C)(C)C (benzyltrimethylammonium dichloriodate), C([O-])([O-])=O.[K+].[K+] (potassium carbonate), CC1=C(N)C=C(C=C1)C (2,5-dimethylaniline), S(=O)(=O)([O-])S(=O)[O-].[Na+].[Na+] (sodium pyrosulphite). The solvent is CO (methanol), ClCCl (dichloromethane), O (water). Run at time 1 hour. The product is CC1=C(N)C=C(C(=C1)I)C (2,5-dimethyl-4-iodo-aniline). RXN SMILES: I(Cl)(=O)=O.[I:5](Cl)(=O)=O.C([N+](C)(C)C)C1C=CC=CC=1.C(=O)([O-])[O-].[K+].[K+].[CH3:26][C:27]1[CH:33]=[CH:32][C:31]([CH3:34])=[CH:30][C:28]=1[NH2:29].S(S([O-])=O)([O-])(=O)=O.[Na+].[Na+]>CO.ClCCl.O>[CH3:26][C:27]1[CH:33]=[C:32]([I:5])[C:31]([CH3:34])=[CH:30][C:28]=1[NH2:29] |f:0.1.2,3.4.5,7.8.9|. Reported procedure: 25.0 g (71.8 mmol) of benzyltrimethylammonium dichloriodate and 12.8 g (92.5 mmol) of potassium carbonate are added to a solution of 8.8 ml of (70.8 mmol) of 2,5-dimethylaniline in 250 ml of methanol and 600 ml of dichloromethane and stirred for 1 hour at ambient temperature. Then the inorganic salts are suction filtered and the solvent is distilled off. The residue is combined with a solution of 13.5 g (70.8 mmol) of sodium pyrosulphite in 640 ml of water and extracted with ether. The combined ...